The task is: describe an organic reaction: reactants, conditions, products, and yield. This data is from the Open Reaction Database (ORD), a public repository of structured organic reaction records. RXN SMILES: [Cl:12][c:13]1[cH:14][c:15]([C:16]#[C:17][CH:18]=[O:19])[cH:20][cH:21][cH:22]1.[c:1]1([C:7]#[C:8][CH:9]=[N:10][OH:11])[cH:2][cH:3][cH:4][cH:5][cH:6]1>>[c:1]1([C:7]#[C:8][CH:9]=[N:10][OH:11])[cH:2][c:3]([Cl:12])[cH:4][cH:5][cH:6]1. Reactants: O=CC#Cc1cccc(Cl)c1, ON=CC#Cc1ccccc1. Product: ON=CC#Cc1cccc(Cl)c1. Starting materials: COCCCNC(=O)c1cc(Br)c(OCc2ccccc2)cc1OCc1ccccc1, CCO, Cc1ccccc1, COc1ccc(C(C)C)cc1B(O)O, [Na+], O=C([O-])O, c1ccc(P(c2ccccc2)(c2ccccc2)[Pd](P(c2ccccc2)(c2ccccc2)c2ccccc2)(P(c2ccccc2)(c2ccccc2)c2ccccc2)P(c2ccccc2)(c2ccccc2)c2ccccc2)cc1. Yields the product COCCCNC(=O)c1cc(-c2cc(C(C)C)ccc2OC)c(OCc2ccccc2)cc1OCc1ccccc1. As a reaction SMILES: [CH2:1]([c:2]1[cH:3][cH:4][cH:5][cH:6][cH:7]1)[O:8][c:9]1[c:10]([C:11](=[O:12])[NH:13][CH2:14][CH2:15][CH2:16][O:17][CH3:18])[cH:19][c:20]([Br:31])[c:21]([O:23][CH2:24][c:25]2[cH:26][cH:27][cH:28][cH:29][cH:30]2)[cH:22]1.[CH3:135][CH2:136][OH:137].[CH3:46][c:47]1[cH:48][cH:49][cH:50][cH:51][cH:52]1.[CH:32]([CH3:33])([CH3:34])[c:35]1[cH:36][cH:37][c:38]([O:44][CH3:45])[c:39]([B:41]([OH:42])[OH:43])[cH:40]1.[Na+:57].[O-:53][C:54]([OH:55])=[O:56].[cH:58]1[cH:59][cH:60][c:61]([P:62]([Pd:63]([P:64]([c:65]2[cH:66][cH:67][cH:68][cH:69][cH:70]2)([c:71]2[cH:72][cH:73][cH:74][cH:75][cH:76]2)[c:77]2[cH:78][cH:79][cH:80][cH:81][cH:82]2)([P:83]([c:84]2[cH:85][cH:86][cH:87][cH:88][cH:89]2)([c:90]2[cH:91][cH:92][cH:93][cH:94][cH:95]2)[c:96]2[cH:97][cH:98][cH:99][cH:100][cH:101]2)[P:102]([c:103]2[cH:104][cH:105][cH:106][cH:107][cH:108]2)([c:109]2[cH:110][cH:111][cH:112][cH:113][cH:114]2)[c:115]2[cH:116][cH:117][cH:118][cH:119][cH:120]2)([c:121]2[cH:122][cH:123][cH:124][cH:125][cH:126]2)[c:127]2[cH:128][cH:129][cH:130][cH:131][cH:132]2)[cH:133][cH:134]1>>[CH2:1]([c:2]1[cH:3][cH:4][cH:5][cH:6][cH:7]1)[O:8][c:9]1[c:10]([C:11](=[O:12])[NH:13][CH2:14][CH2:15][CH2:16][O:17][CH3:18])[cH:19][c:20](-[c:39]2[c:38]([O:44][CH3:45])[cH:37][cH:36][c:35]([CH:32]([CH3:33])[CH3:34])[cH:40]2)[c:21]([O:23][CH2:24][c:25]2[cH:26][cH:27][cH:28][cH:29][cH:30]2)[cH:22]1. Procedure details: By substituting dihydropyridazine for the 3-(dimethylamino)propylamine in the procedure of Example 1 (c), 8-ethyl-5-(dihydropyridazin-1-yl)-8H-pyrazolo[4',3':5,6]pyrido[3,4-e]-[1,2,4]triazolo[1,5-a]pyrimidine is obtained. RXN SMILES: [NH:1]1[CH:6]=[CH:5][CH:4]=[CH:3][NH:2]1.CN(C)CCCN.[C:14]([N:22]1[C:26]2[N:27]=[CH:28][C:29]3[C:30](OC4C=CC=CC=4)=[N:31][C:32]4[N:33]([N:35]=[CH:36][N:37]=4)[C:34]=3[C:25]=2[CH:24]=[N:23]1)(=O)[C:15]1C=CC=CC=1>>[CH2:14]([N:22]1[C:26]2[N:27]=[CH:28][C:29]3[C:30]([N:1]4[CH:6]=[CH:5][CH2:4][CH2:3][NH:2]4)=[N:31][C:32]4[N:33]([N:35]=[CH:36][N:37]=4)[C:34]=3[C:25]=2[CH:24]=[N:23]1)[CH3:15]. Reactants: N1NC=CC=C1 (dihydropyridazine), CN(CCCN)C (3-(dimethylamino)propylamine), C(C1=CC=CC=C1)(=O)N1N=CC2=C1N=CC=1C(=NC=3N(C12)N=CN3)OC3=CC=CC=C3 (8-Benzoyl-5-phenyloxy-8H-pyrazolo[4',3':5,6]pyrido-[3,4-e][1,2,4]triazolo[1,5-a]pyrimidine). Product: C(C)N1N=CC2=C1N=CC=1C(=NC=3N(C12)N=CN3)N3NCCC=C3 (8-ethyl-5-(dihydropyridazin-1-yl)-8H-pyrazolo[4',3':5,6]pyrido[3,4-e]-[1,2,4]triazolo[1,5-a]pyrimidine). The reactants are CCCN(CCC)Cc1ccc(N)cc1, CN(C)C=O, On1nnc2ccccc21, O=C(O)c1ccc(CN(Cc2ncc[nH]2)Cc2ncc[nH]2)cc1. Product: CCCN(CCC)Cc1ccc(NC(=O)c2ccc(CN(Cc3ncc[nH]3)Cc3ncc[nH]3)cc2)cc1. RXN SMILES: [CH2:1]([CH2:2][CH3:3])[N:4]([CH2:5][CH2:6][CH3:7])[CH2:8][c:9]1[cH:10][cH:11][c:12]([NH2:15])[cH:13][cH:14]1.[O:49]=[CH:50][N:51]([CH3:52])[CH3:53].[OH:39][n:40]1[c:41]2[c:42]([cH:43][cH:44][cH:45][cH:46]2)[n:47][n:48]1.[nH:16]1[c:17]([CH2:21][N:22]([CH2:23][c:24]2[nH:25][cH:26][cH:27][n:28]2)[CH2:29][c:30]2[cH:31][cH:32][c:33]([C:34](=[O:35])[OH:36])[cH:37][cH:38]2)[n:18][cH:19][cH:20]1>>[CH2:1]([CH2:2][CH3:3])[N:4]([CH2:5][CH2:6][CH3:7])[CH2:8][c:9]1[cH:10][cH:11][c:12]([NH:15][C:34]([c:33]2[cH:32][cH:31][c:30]([CH2:29][N:22]([CH2:21][c:17]3[nH:16][cH:20][cH:19][n:18]3)[CH2:23][c:24]3[n:25][cH:26][cH:27][nH:28]3)[cH:38][cH:37]2)=[O:35])[cH:13][cH:14]1. The reactants are CC(C)(C)[O-].[K+] (t-BuOK), C1CCOC1 (THF), C(C#C)OC1=CC2=CC(=CC=C2C=C1)OCC#C (2,7-dipropargyloxynaphthalene), C1CCOC1 (THF). Solvent: O (water). Product: C(=C=C)OC1=CC2=CC(=CC=C2C=C1)OC=C=C (2,7-diallenyloxy naphthalene). Isolated yield 45.3%. RXN SMILES: CC([O-])(C)C.[K+].C1COCC1.[CH2:12]([O:15][C:16]1[CH:25]=[CH:24][C:23]2[C:18](=[CH:19][C:20]([O:26][CH2:27][C:28]#[CH:29])=[CH:21][CH:22]=2)[CH:17]=1)[C:13]#[CH:14]>O>[CH:27]([O:26][C:20]1[CH:21]=[CH:22][C:23]2[C:18](=[CH:17][C:16]([O:15][CH:12]=[C:13]=[CH2:14])=[CH:25][CH:24]=2)[CH:19]=1)=[C:28]=[CH2:29] |f:0.1|. Reported procedure: Into a similar reaction vessel, as used in the abovementioned reaction, were placed 2.316 parts of t-BuOK and 13.108 parts of THF and to this, a mixture of 10,000 parts of 2,7-dipropargyloxynaphthalene and 23.333 parts of THF was added dropwise. The content was reacted at 50° C. for 60 minutes and then a deionized water was added to stop the reaction. THF layer and water layer were removed off by using an evaporator, and the residue was subjected to a column chromatography (silica gel 200 mesh) ... Starting materials: O=C([O-])[O-], CN(C)C=O, COc1c(NC(=O)C(F)(F)F)ccc(F)c1F, FCCBr, [I-], [K+], [K+], [K+]. Product: COc1c(N(CCF)C(=O)C(F)(F)F)ccc(F)c1F. Reaction SMILES: [C:1](=[O:2])([O-:3])[O-:4].[CH3:30][N:31]([CH3:32])[CH:33]=[O:34].[F:13][c:14]1[c:15]([O:28][CH3:29])[c:16]([NH:17][C:18]([C:19]([F:20])([F:21])[F:22])=[O:23])[cH:24][cH:25][c:26]1[F:27].[F:9][CH2:10][CH2:11][Br:12].[I-:8].[K+:5].[K+:6].[K+:7]>>[F:9][CH2:10][CH2:11][N:17]([c:16]1[c:15]([O:28][CH3:29])[c:14]([F:13])[c:26]([F:27])[cH:25][cH:24]1)[C:18]([C:19]([F:20])([F:21])[F:22])=[O:23]. The reactants are N (ammonia), ClC=1C2=C(N=CN1)N(C=C2)[C@H]2[C@](O)([C@H](OCC1=C(C=C(C=C1)Cl)Cl)[C@H](O2)COCC2=C(C=C(C=C2)Cl)Cl)CO (4-Chloro-7-[3,5-bis-O-(2,4-dichlorophenylmethyl)-2-C-hydroxymethyl-β-D-ribofuranosyl]-7H-pyrrolo[2,3-d]pyrimidine), N (ammonia), stainless steel. Solvent: O1CCOCC1 (1,4-dioxane). Reaction conditions: temperature -78 celsius. Product: NC=1C2=C(N=CN1)N(C=C2)[C@H]2[C@](O)([C@H](OCC1=C(C=C(C=C1)Cl)Cl)[C@H](O2)COCC2=C(C=C(C=C2)Cl)Cl)CO (4-Amino-7-[3,5-bis-O-(2,4-dichlorophenylmethyl)-2-C-hydroxymethyl-β-D-ribofuranosyl]-7H-pyrrolo[2,3-d]pyrimidine). Reaction SMILES: Cl[C:2]1[C:3]2[CH:10]=[CH:9][N:8]([C@@H:11]3[O:26][C@H:25]([CH2:27][O:28][CH2:29][C:30]4[CH:35]=[CH:34][C:33]([Cl:36])=[CH:32][C:31]=4[Cl:37])[C@@H:14]([O:15][CH2:16][C:17]4[CH:22]=[CH:21][C:20]([Cl:23])=[CH:19][C:18]=4[Cl:24])[C@@:12]3([CH2:38][OH:39])[OH:13])[C:4]=2[N:5]=[CH:6][N:7]=1.[NH3:40]>O1CCOCC1>[NH2:40][C:2]1[C:3]2[CH:10]=[CH:9][N:8]([C@@H:11]3[O:26][C@H:25]([CH2:14][O:15][CH2:16][C:17]4[CH:22]=[CH:21][C:20]([Cl:23])=[CH:19][C:18]=4[Cl:24])[C@@H:27]([O:28][CH2:29][C:30]4[CH:35]=[CH:34][C:33]([Cl:36])=[CH:32][C:31]=4[Cl:37])[C@@:12]3([CH2:38][OH:39])[OH:13])[C:4]=2[N:5]=[CH:6][N:7]=1. Procedure: The compound from Step A (150 mg, 0.23 mmol) was dissolved in the minimum amount of 1,4-dioxane (10 mL) and placed in a stainless steel bomb. The bomb was cooled to −78° C. and liquid ammonia was added. The bomb was sealed and heated at 90° C. for 24 h. The ammonia was allowed to evaporate and the residue concentrated to a white solid which was used in the next step without further purification. Reactants: C(C1=CC=CC=C1)OCC(C#N)(C)C (3-Benzyloxy-2,2-dimethylpropionitrile), [OH-].[K+] (potassium hydroxide), C([O-])([O-])=O.[K+].[K+] (potassium carbonate). Solvent: CO (methanol). Run at temperature 140 celsius, time 22 hour. The product is C(C1=CC=CC=C1)OCC(C(=O)O)(C)C (3-Benzyloxy-2,2-dimethylpropionic acid). Yield: 98.8%. As a reaction SMILES: [CH2:1]([O:8][CH2:9][C:10](C)([CH3:13])[C:11]#N)[C:2]1[CH:7]=[CH:6][CH:5]=[CH:4][CH:3]=1.[OH-].[K+].[C:17](=[O:20])([O-])[O-:18].[K+].[K+]>CO>[CH2:1]([O:8][CH2:9][C:10]([CH3:13])([CH3:11])[C:17]([OH:18])=[O:20])[C:2]1[CH:7]=[CH:6][CH:5]=[CH:4][CH:3]=1 |f:1.2,3.4.5|. Reported procedure: 3-Benzyloxy-2,2-dimethylpropionitrile (2.0 g, 10.6 mmol), potassium hydroxide (31.2 g, 86%, 479 mmol) and potassium carbonate (1.13 g, 82 mmol) were dissolved in methanol (340 ml), concentrated under reduced pressure. The resulting residue was heated at 140° C. (bath temperature) under nitrogen atmosphere, and stirred for 22 hours. The reaction mixture was dissolved in water, cooled in an ice-water bath, followed by controlling at pH of 1 with hydrochloric acid (36%) added thereto. The organic m... Starting materials: ClC1=CC=C(S1)C(=O)NC1=CC=CC=2C(OC(C21)=O)=O (5-chloro-N-(1,3-dioxo-1,3-dihydro-2-benzofuran-4-yl)-2-thiophenecarboxamide), N1=CC=C(C=C1)N1CCN(CC1)CCN (2-[4-(4-pyridinyl)piperazino]ethylamine), ClC1=CC=C(S1)C(=O)NC1=CC=CC=2C(OC(C21)=O)=O (5-chloro-N-(1,3-dioxo-1,3-dihydro-2-benzofuran-4-yl)-2-thiophenecarboxamide). The solvent is C(C)(=O)O (acetic acid). Conditions: time 24 hour. Product: ClC1=CC=C(S1)C(=O)NC1=C2C(N(C(C2=CC=C1)=O)CCN1CCN(CC1)C1=CC=NC=C1)=O (5-Chloro-N-(1,3-dioxo-2-{2-[4-(4-pyridinyl)piperazino]ethyl}-2,3-dihydro-1H-isoindol-4-yl)-2-thiophenecarboxamide). Reaction SMILES: [Cl:1][C:2]1[S:6][C:5]([C:7]([NH:9][C:10]2[C:18]3[C:17](=[O:19])O[C:15](=[O:20])[C:14]=3[CH:13]=[CH:12][CH:11]=2)=[O:8])=[CH:4][CH:3]=1.[N:21]1[CH:26]=[CH:25][C:24]([N:27]2[CH2:32][CH2:31][N:30]([CH2:33][CH2:34][NH2:35])[CH2:29][CH2:28]2)=[CH:23][CH:22]=1>C(O)(=O)C>[Cl:1][C:2]1[S:6][C:5]([C:7]([NH:9][C:10]2[CH:11]=[CH:12][CH:13]=[C:14]3[C:18]=2[C:17](=[O:19])[N:35]([CH2:34][CH2:33][N:30]2[CH2:29][CH2:28][N:27]([C:24]4[CH:25]=[CH:26][N:21]=[CH:22][CH:23]=4)[CH2:32][CH2:31]2)[C:15]3=[O:20])=[O:8])=[CH:4][CH:3]=1. Procedure: 310 mg (1 mmol) of 5-chloro-N-(1,3-dioxo-1,3-dihydro-2-benzofuran-4-yl)-2-thiophenecarboxamide and 0.64 g (1 mmol) of 2-[4-(4-pyridinyl)piperazino]ethylamine (obtainable by heating 4-chloropyridine with aminoethylpiperazine or according to German Offenlegungschrift 2024350) are boiled in 40 ml of glacial acetic acid overnight. 340 mg of 5-chloro-N-(1,3-dioxo-1,3-dihydro-2-benzofuran-4-yl)-2-thiophenecarboxamide are added and the mixture is then boiled for another 24 h and subsequently concentrat... Starting materials: C1(CCCCC1)(C#N)C#N (Cyclohexane-1,1-dicarbonitrile), [H-].[H-].[H-].[H-].[Li+].[Al+3] (LiAlH4). The solvent is CCOCC (Et2O). Reaction conditions: time 8 hour. Product: NCC1(CCCCC1)CN (C-(1-Aminomethyl-cyclohexyl)-methylamine). Reaction SMILES: [C:1]1([C:9]#[N:10])([C:7]#[N:8])[CH2:6][CH2:5][CH2:4][CH2:3][CH2:2]1.[H-].[H-].[H-].[H-].[Li+].[Al+3]>CCOCC>[NH2:8][CH2:7][C:1]1([CH2:9][NH2:10])[CH2:6][CH2:5][CH2:4][CH2:3][CH2:2]1 |f:1.2.3.4.5.6|. Procedure details: Cyclohexane-1,1-dicarbonitrile (20.0 g) was taken up in dry Et2 (70 mL). This mixture was added dropwise to a suspension of LiAlH4 (17.0 g) in dry Et2O (250 mL) cooled in an ice bath. The mixture was stirred overnight at room temperature, cooled in an ice bath, and quenched by adding H2O (17.0 mL), 2M aqueous NaOH (34.0 mL) and again H2O (17 mL). The suspension was filtered, the filter cake was washed with Et2O, and the combined filtrates were evaporated to dryness yielding 20.8 g of a clear, co...